The task is: describe an organic reaction: reactants, conditions, products, and yield. This data is from the Open Reaction Database (ORD), a public repository of structured organic reaction records. The reactants are CCCCC#Cc1cc2c(cc1[N+](=O)[O-])C(=O)CC2, CCO, [Cl-], [NH4+], O. As a reaction SMILES: [C:1](#[C:2][CH2:3][CH2:4][CH2:5][CH3:6])[c:7]1[cH:8][c:9]2[c:13]([cH:14][c:15]1[N+:16]([O-:17])=[O:18])[C:12](=[O:19])[CH2:11][CH2:10]2.[CH3:22][CH2:23][OH:24].[Cl-:20].[NH4+:21].[OH2:25]>>[C:1](#[C:2][CH2:3][CH2:4][CH2:5][CH3:6])[c:7]1[cH:8][c:9]2[c:13]([cH:14][c:15]1[NH2:16])[C:12](=[O:19])[CH2:11][CH2:10]2. Yields the product CCCCC#Cc1cc2c(cc1N)C(=O)CC2.